From a dataset of the Open Reaction Database (ORD), a public repository of structured organic reaction records. describe an organic reaction: reactants, conditions, products, and yield Reactants: ice water, ClC1=CC=C(C=C1)C1=CC(=NN1C1=CC=C(C=C1)OC)CO (5-(4-Chlorophenyl)-3-hydroxymethyl-1-(4-methoxyphenyl) pyrazole), P(Br)(Br)Br (PBr3). The solvent is C1=CC=CC=C1 (benzene), C1=CC=CC=C1 (benzene). Yields the product BrCC1=NN(C(=C1)C1=CC=C(C=C1)Cl)C1=CC=C(C=C1)OC (3-Bromomethyl-5-(4-chlorophenyl)-1-(4-methoxyphenyl) pyrazole). As a reaction SMILES: [Cl:1][C:2]1[CH:7]=[CH:6][C:5]([C:8]2[N:12]([C:13]3[CH:18]=[CH:17][C:16]([O:19][CH3:20])=[CH:15][CH:14]=3)[N:11]=[C:10]([CH2:21]O)[CH:9]=2)=[CH:4][CH:3]=1.P(Br)(Br)[Br:24]>C1C=CC=CC=1>[Br:24][CH2:21][C:10]1[CH:9]=[C:8]([C:5]2[CH:6]=[CH:7][C:2]([Cl:1])=[CH:3][CH:4]=2)[N:12]([C:13]2[CH:18]=[CH:17][C:16]([O:19][CH3:20])=[CH:15][CH:14]=2)[N:11]=1. Procedure: To a solution of compound 3 (3.14 g, 10 mM) in benzene (100 ml) was added PBr3 (1.35 g, 5 mM) in benzene (10 ml) dropwise with stirring. The reaction mixture was refluxed 1 hr, cooled, poured into ice water (100 ml)and extracted with Et2O (2×100 ml). The combined organic layer was washed with 10% NaHCO3, dried (Na2SO4), filtered and concentrated to give a tan oilwhich crystallized on standing to afford compound 5, mp=88°-90° C., MS, (DCI) m/e 377 (M+1).